This data is from the Open Reaction Database (ORD), a public repository of structured organic reaction records. The task is: describe an organic reaction: reactants, conditions, products, and yield The reactants are Cc1cc(C2(O)C(=O)Nc3ccccc32)cc(C)c1O[Si](C)(C)C(C)(C)C, CC(=O)[O-], CC(=O)[O-], CCOC(C)=O, ClCCl, [Cu+2], OB(O)c1cccc(OC(F)(F)F)c1, c1ccncc1. Product: Cc1cc(C2(O)C(=O)N(c3cccc(OC(F)(F)F)c3)c3ccccc32)cc(C)c1O[Si](C)(C)C(C)(C)C. RXN SMILES: [C:1]([CH3:2])([CH3:3])([CH3:4])[Si:5]([O:6][c:7]1[c:8]([CH3:25])[cH:9][c:10]([C:14]2([OH:24])[C:15](=[O:23])[NH:16][c:17]3[cH:18][cH:19][cH:20][cH:21][c:22]32)[cH:11][c:12]1[CH3:13])([CH3:26])[CH3:27].[C:57]([O-:58])(=[O:59])[CH3:60].[C:62]([O-:63])(=[O:64])[CH3:65].[CH3:51][CH2:52][O:53][C:54](=[O:55])[CH3:56].[Cl:48][CH2:49][Cl:50].[Cu+2:61].[F:28][C:29]([O:30][c:31]1[cH:32][c:33]([B:37]([OH:38])[OH:39])[cH:34][cH:35][cH:36]1)([F:40])[F:41].[cH:42]1[cH:43][cH:44][n:45][cH:46][cH:47]1>>[C:1]([CH3:2])([CH3:3])([CH3:4])[Si:5]([O:6][c:7]1[c:8]([CH3:25])[cH:9][c:10]([C:14]2([OH:24])[C:15](=[O:23])[N:16]([c:33]3[cH:32][c:31]([O:30][C:29]([F:28])([F:40])[F:41])[cH:36][cH:35][cH:34]3)[c:17]3[cH:18][cH:19][cH:20][cH:21][c:22]32)[cH:11][c:12]1[CH3:13])([CH3:26])[CH3:27]. Reactants: C(C=C)[C@]1(C(N([C@@H]([C@H](C1)C1=CC(=CC=C1)Cl)C1=CC=C(C=C1)Cl)[C@H](CN(S(=O)(=O)C1CC1)C)CC)=O)CCO (N-((S)-2-((3R,5R,6S)-3-Allyl-5-(3-chlorophenyl)-6-(4-chlorophenyl)-3-(2-hydroxyethyl)-2-oxopiperidin-1-yl)butyl)-N-methylcyclopropanesulfonamide), N1C=NC=C1 (imidazole), CC(C)[Si](C(C)C)(C(C)C)Cl (TIPS-Cl). The reagents and catalysts are CN(C)C=1C=CN=CC1 (DMAP). The solvent is C(Cl)Cl (DCM). Product: C(C=C)[C@]1(C(N([C@@H]([C@H](C1)C1=CC(=CC=C1)Cl)C1=CC=C(C=C1)Cl)[C@H](CN(S(=O)(=O)C1CC1)C)CC)=O)CCO[Si](C(C)C)(C(C)C)C(C)C (N-((S)-2-((3R,5R,6S)-3-Allyl-5-(3-chlorophenyl)-6-(4-chlorophenyl)-2-oxo-3-(2-((triisopropylsilyl)oxy)ethyl)piperidin-1-yl)butyl)-N-methylcyclopropanesulfonamide). RXN SMILES: [CH2:1]([C@:4]1([CH2:37][CH2:38][OH:39])[CH2:9][C@H:8]([C:10]2[CH:15]=[CH:14][CH:13]=[C:12]([Cl:16])[CH:11]=2)[C@@H:7]([C:17]2[CH:22]=[CH:21][C:20]([Cl:23])=[CH:19][CH:18]=2)[N:6]([C@@H:24]([CH2:34][CH3:35])[CH2:25][N:26]([CH3:33])[S:27]([CH:30]2[CH2:32][CH2:31]2)(=[O:29])=[O:28])[C:5]1=[O:36])[CH:2]=[CH2:3].N1C=CN=C1.[CH3:45][CH:46]([Si:48](Cl)([CH:52]([CH3:54])[CH3:53])[CH:49]([CH3:51])[CH3:50])[CH3:47]>CN(C1C=CN=CC=1)C.C(Cl)Cl>[CH2:1]([C@:4]1([CH2:37][CH2:38][O:39][Si:48]([CH:52]([CH3:54])[CH3:53])([CH:49]([CH3:51])[CH3:50])[CH:46]([CH3:47])[CH3:45])[CH2:9][C@H:8]([C:10]2[CH:15]=[CH:14][CH:13]=[C:12]([Cl:16])[CH:11]=2)[C@@H:7]([C:17]2[CH:22]=[CH:21][C:20]([Cl:23])=[CH:19][CH:18]=2)[N:6]([C@@H:24]([CH2:34][CH3:35])[CH2:25][N:26]([CH3:33])[S:27]([CH:30]2[CH2:32][CH2:31]2)(=[O:28])=[O:29])[C:5]1=[O:36])[CH:2]=[CH2:3]. Procedure: To a solution of 2.52 g (4.25 mmol) N-((S)-2-((3R,5R,6S)-3-allyl-5-(3-chlorophenyl)-6-(4-chlorophenyl)-3-(2-hydroxyethyl)-2-oxopiperidin-1-yl)butyl)-N-methylcyclopropanesulfonamide (Example 408, Step D), DMAP (0.026 g, 0.212 mmol), and imidazole (0.723 g, 10.61 mmol) in DCM (16.98 mL) at 0° C. was added slowly by syringe TIPS-Cl (1.17 mL, 5.52 mmol). The reaction was stirred at ambient temperature, with addition of reagents until reaction was judged complete by LCMS and TLC. The reaction mixture... The reactants are [K] (potassium), BrC(F)(F)Br (dibromodifluoromethane), C1=CC(=CC=C1O)C (p-cresol), C(CC)S (propanethiol). The solvent is CN(C=O)C (dimethylformamide). Product: BrC(OC1=CC=C(C=C1)C)(F)F (p-(bromodifluoromethoxy) toluene). Yield: 21.0%. As a reaction SMILES: [K].[CH:2]1[C:7]([OH:8])=[CH:6][CH:5]=[C:4]([CH3:9])[CH:3]=1.C(S)CC.[Br:14][C:15](Br)([F:17])[F:16]>CN(C)C=O>[Br:14][C:15]([F:17])([F:16])[O:8][C:7]1[CH:6]=[CH:5][C:4]([CH3:9])=[CH:3][CH:2]=1 |^1:0|. Procedure: According to the process, 0.1 mole of potassium salt of p-cresol is dissolved in dimethylformamide, a catalytic amount of propanethiol is added, dibromodifluoromethane is further added, and reacted at 20° to 30° C. for 4 hours to obtain p-(bromodifluoromethoxy) toluene in a 21% yield. Starting materials: O[C@H]1CCC2=CC=C(C=C12)C(=O)OCC[Si](C)(C)C ((S)-2-(Trimethylsilyl)ethyl 3-hydroxy-2,3-dihydro-1H-indene-5-carboxylate), [H-].[Na+] (NaH), C(C1=CC=CC=C1)Cl (BnCl). Run at time 30 minute. The product is C(C1=CC=CC=C1)O[C@H]1CCC2=CC=C(C=C12)C(=O)OCC1=CC=CC=C1 ((S)-Benzyl 3-(benzyloxy)-2,3-dihydro-1H-indene-5-carboxylate). Reaction SMILES: [OH:1][C@@H:2]1[C:10]2[C:5](=[CH:6][CH:7]=[C:8]([C:11]([O:13][CH2:14][CH2:15][Si](C)(C)C)=[O:12])[CH:9]=2)[CH2:4][CH2:3]1.[H-].[Na+].[CH2:22](Cl)[C:23]1[CH:28]=[CH:27][CH:26]=[CH:25][CH:24]=1>>[CH2:22]([O:1][C@@H:2]1[C:10]2[C:5](=[CH:6][CH:7]=[C:8]([C:11]([O:13][CH2:14][C:15]3[CH:9]=[CH:10][CH:2]=[CH:3][CH:4]=3)=[O:12])[CH:9]=2)[CH2:4][CH2:3]1)[C:23]1[CH:28]=[CH:27][CH:26]=[CH:25][CH:24]=1 |f:1.2|. Procedure details: To a solution of the alcohol from Step 2 (140 mg, 0.503 mmol) was added NaH (28.2 mg, 1.18 mmol) in one portion at RT. After stirring for 30 min, BnCl (116 μL, 1.01 mmol) was added dropwise and the resulting mixture was stirred overnight. The excess NaH was quenched with water and the mixture was transferred to a seperatory funnel where the aqueous layer was washed 3× with DCM. The organic layers were combined, dried with MgSO4, filtered and concentrated to yield an oil. The title compound was p... Reactants: NC1CNCC1 (3-Aminopyrrolidine), COC=1C=C(C=O)C=CC1OC (3,4-dimethoxybenzaldehyde), C([O-])([O-])=O.[Na+].[Na+] (sodium carbonate). Solvent: CO (methanol). Reaction conditions: time 12 hour. The product is N1NC(CC1)C=CC1=CC(=C(C=C1)OC)OC (4-(2-aza-2-pyrrolidin-3-ylvinyl)-1,2-dimethoxybenzene). RXN SMILES: [NH2:1][CH:2]1[CH2:6][CH2:5][NH:4][CH2:3]1.[CH3:7][O:8][C:9]1[CH:10]=[C:11]([CH:14]=[CH:15][C:16]=1[O:17][CH3:18])[CH:12]=O.C(=O)([O-])[O-].[Na+].[Na+]>CO>[NH:4]1[CH2:5][CH2:6][CH:2]([CH:3]=[CH:12][C:11]2[CH:14]=[CH:15][C:16]([O:17][CH3:18])=[C:9]([O:8][CH3:7])[CH:10]=2)[NH:1]1 |f:2.3.4|. Procedure: 3-Aminopyrrolidine is reacted with 3-(3,4-dimethoxybenzaldehyde, which is commercially available from Aldrich (Milwaukee, Wis.) in an inert solvent, for example methanol, in the presence of a base, for example sodium carbonate, and stirred for about 4–24 hours, preferably about 12 hours, at about room temperature. When the reaction is substantially complete, 4-(2-aza-2-pyrrolidin-3-ylvinyl)-1,2-dimethoxybenzene is isolated and purified by conventional means, and used without further purification... The reactants are CC(C)C(=O)NC1CCc2c(c3cc(C#N)ccc3n2Cc2cccc(F)c2)C1, CO, O=CO. Yields the product CC(C)C(=O)NC1CCc2c(c3cc(C=O)ccc3n2Cc2cccc(F)c2)C1. As a reaction SMILES: [C:1](#[N:2])[c:3]1[cH:4][c:5]2[c:6]3[c:11]([n:12]([CH2:16][c:17]4[cH:18][c:19]([F:23])[cH:20][cH:21][cH:22]4)[c:13]2[cH:14][cH:15]1)[CH2:10][CH2:9][CH:8]([NH:24][C:25]([CH:26]([CH3:27])[CH3:28])=[O:29])[CH2:7]3.[CH3:33][OH:34].[CH:30](=[O:31])[OH:32]>>[CH:1]([c:3]1[cH:4][c:5]2[c:6]3[c:11]([n:12]([CH2:16][c:17]4[cH:18][c:19]([F:23])[cH:20][cH:21][cH:22]4)[c:13]2[cH:14][cH:15]1)[CH2:10][CH2:9][CH:8]([NH:24][C:25]([CH:26]([CH3:27])[CH3:28])=[O:29])[CH2:7]3)=[O:31]. Reactants: CO.O (MeOH water), ClCCC1=NN=NN1 (5-(2-chloroethyl)-1H-tetrazole), C1(CC1)NC(=O)NC1=CC(=C(C=C1)OC1=C2C(=NC=C1)C=C(S2)C2=NC=C(C=C2)CN2CCNCC2)F (1-cyclopropyl-3-(3-fluoro-4-(2-(5-(piperazin-1-ylmethyl)pyridin-2-yl)thieno[3,2-b]-pyridin-7-yloxy)phenyl)urea), CCN(C(C)C)C(C)C (DIPEA), ClCCC1=NN=NN1 (5-(2-chloroethyl)-1H-tetrazole). The solvent is O (water), CS(=O)C (DMSO). Run at time 1 hour. The product is N1N=NN=C1CCN1CCN(CC1)CC=1C=CC(=NC1)C1=CC2=NC=CC(=C2S1)OC1=C(C=C(C=C1)NC(=O)NC1CC1)F (1-(4-(2-(5-((4-(2-(1H-tetrazol-5-yl)ethyl)piperazin-1-yl)methyl)pyridin-2-yl)thieno[3,2-b]pyridin-7-yloxy)-3-fluorophenyl)-3-cyclopropylurea). Isolated yield 3.5%. As a reaction SMILES: [CH:1]1([NH:4][C:5]([NH:7][C:8]2[CH:13]=[CH:12][C:11]([O:14][C:15]3[CH:20]=[CH:19][N:18]=[C:17]4[CH:21]=[C:22]([C:24]5[CH:29]=[CH:28][C:27]([CH2:30][N:31]6[CH2:36][CH2:35][NH:34][CH2:33][CH2:32]6)=[CH:26][N:25]=5)[S:23][C:16]=34)=[C:10]([F:37])[CH:9]=2)=[O:6])[CH2:3][CH2:2]1.CCN(C(C)C)C(C)C.Cl[CH2:48][CH2:49][C:50]1[NH:54][N:53]=[N:52][N:51]=1.CO.O>CS(C)=O.O>[NH:51]1[C:50]([CH2:49][CH2:48][N:34]2[CH2:33][CH2:32][N:31]([CH2:30][C:27]3[CH:28]=[CH:29][C:24]([C:22]4[S:23][C:16]5[C:17](=[N:18][CH:19]=[CH:20][C:15]=5[O:14][C:11]5[CH:12]=[CH:13][C:8]([NH:7][C:5]([NH:4][CH:1]6[CH2:3][CH2:2]6)=[O:6])=[CH:9][C:10]=5[F:37])[CH:21]=4)=[N:25][CH:26]=3)[CH2:36][CH2:35]2)=[N:54][N:53]=[N:52]1 |f:3.4|. Reported procedure: To a stirred suspension of 49 (300 mg, 0.578 mmol, scheme 15) and DIPEA (303 μl, 1.74 mmol) in DMSO (5 ml) under nitrogen at rt was added 5-(2-chloroethyl)-1H-tetrazole (137 mg, 1.03 mmol), and the reaction mixture was stirred at rt for 1 h, heated at 60° C. overnight, then at rt. More 5-(2-chloroethyl)-1H-tetrazole (300 mg, 2.27 mmol) was added and the reaction mixture was heated at 60-65° C. for 24 h, then rt. The reaction mixture was diluted with water, and sonicated. The solid was collected ... Starting materials: C(C)OCC (Ethyl ether), crude compound, IC=1N=CNC1 (4-iodoimidazole), C1(=CC=CC=C1)C(C1=CC=CC=C1)(C1=CC=CC=C1)Cl (triphenylmethyl chloride), ice water. Solvent: CN(C)C=O (DMF). Run at time 24 hour. Yields the product IC=1N=CN(C1)C(C1=CC=CC=C1)(C1=CC=CC=C1)C1=CC=CC=C1 (4-Iodo-1-trityl-1H-imidazole). Yield: 92.0%. As a reaction SMILES: [I:1][C:2]1[N:3]=[CH:4][NH:5][CH:6]=1.[C:7]1([C:13](Cl)([C:20]2[CH:25]=[CH:24][CH:23]=[CH:22][CH:21]=2)[C:14]2[CH:19]=[CH:18][CH:17]=[CH:16][CH:15]=2)[CH:12]=[CH:11][CH:10]=[CH:9][CH:8]=1.C(OCC)C>CN(C=O)C>[I:1][C:2]1[N:3]=[CH:4][N:5]([C:13]([C:7]2[CH:12]=[CH:11][CH:10]=[CH:9][CH:8]=2)([C:20]2[CH:21]=[CH:22][CH:23]=[CH:24][CH:25]=2)[C:14]2[CH:15]=[CH:16][CH:17]=[CH:18][CH:19]=2)[CH:6]=1. Procedure: To a solution of 4-iodoimidazole (1 eq) in DMF at room temperature was added triphenylmethyl chloride (1.2 eq). After stirring at room temperature for 24 hours, the solution was poured into ice water and left stirring for 30 minutes. The solid was filtered and pumped on for several hours to yield the crude compound. Ethyl ether was added to the crude compound and the solution was filtered to yield 4-Iodo-1-trityl-1H-imidazole (92%) as a white solid. MH+(437).